describe an organic reaction: reactants, conditions, products, and yield From a dataset of the Open Reaction Database (ORD), a public repository of structured organic reaction records. Starting materials: CC(=O)O, Cc1cccc(CC#N)c1[N+](=O)[O-], Cl, O. Product: Cc1cccc(CC(=O)O)c1[N+](=O)[O-]. RXN SMILES: [C:16]([CH3:17])(=[O:18])[OH:19].[CH3:1][c:2]1[c:3]([N+:11](=[O:12])[O-:13])[c:4]([CH2:5][C:6]#[N:7])[cH:8][cH:9][cH:10]1.[ClH:15].[OH2:14]>>[CH3:1][c:2]1[c:3]([N+:11](=[O:12])[O-:13])[c:4]([CH2:17][C:16](=[O:18])[OH:19])[cH:8][cH:9][cH:10]1. The reactants are CN1C=NC=2C(=NC=3C=CC(=CC3C21)F)C (1,4-dimethyl-8-fluoro-1H-imidazo[4,5-c]quinoline), OO (hydrogen peroxide). Product: CN1C=NC=2C(=[N+](C=3C=CC(=CC3C21)F)[O-])C (1,4-dimethyl-8-fluoro-1H-imidazo[4,5-c]quinolin-5-oxide). RXN SMILES: [CH3:1][N:2]1[C:14]2[C:13]3[CH:12]=[C:11]([F:15])[CH:10]=[CH:9][C:8]=3[N:7]=[C:6]([CH3:16])[C:5]=2[N:4]=[CH:3]1.[OH:17]O>>[CH3:1][N:2]1[C:14]2[C:13]3[CH:12]=[C:11]([F:15])[CH:10]=[CH:9][C:8]=3[N+:7]([O-:17])=[C:6]([CH3:16])[C:5]=2[N:4]=[CH:3]1. Reported procedure: Using the method of Example 74, 1,4-dimethyl-8-fluoro-1H-imidazo[4,5-c]quinoline (from Example 140) was reacted with hydrogen peroxide to provide 1,4-dimethyl-8-fluoro-1H-imidazo[4,5-c]quinolin-5-oxide, m.p. 245°-248° C. Analysis: Calculated for C12H10FN3O: %C, 62.3; %H, 4.4; %N, 18.2; Found: %C, 62.7; %H, 4.3; %N, 18.3. The reactants are C(CCCCC)=C1C(N(C(O1)=O)CCCCOC=1C=2N(C=CC1)C=CN2)=O (5-hexylidene-3-[4-(imidazo[1,2-a)pyridin-8-yloxy)butyl]oxazolidine-2,4-dione), Cl.C(C)(=O)OCC (hydrochloric acid ethyl acetate). The solvent is CO (methanol). Product: Cl.C(CCCCC)=C1C(N(C(O1)=O)CCCCOC=1C=2N(C=CC1)C=CN2)=O (5-hexylidene-3-[4-(imidazo[1,2-a]pyridin-8-yloxy)butyl]oxazolidine-2,4-dione hydrochloride). Reaction SMILES: [CH:1](=[C:7]1[O:11][C:10](=[O:12])[N:9]([CH2:13][CH2:14][CH2:15][CH2:16][O:17][C:18]2[C:19]3[N:20]([CH:24]=[CH:25][N:26]=3)[CH:21]=[CH:22][CH:23]=2)[C:8]1=[O:27])[CH2:2][CH2:3][CH2:4][CH2:5][CH3:6].[ClH:28].C(OCC)(=O)C>CO>[ClH:28].[CH:1](=[C:7]1[O:11][C:10](=[O:12])[N:9]([CH2:13][CH2:14][CH2:15][CH2:16][O:17][C:18]2[C:19]3[N:20]([CH:24]=[CH:25][N:26]=3)[CH:21]=[CH:22][CH:23]=2)[C:8]1=[O:27])[CH2:2][CH2:3][CH2:4][CH2:5][CH3:6] |f:1.2,4.5|. Reported procedure: To a methanol solution of 96 mg (0.25 mmol) of 5-hexylidene-3-[4-(imidazo[1,2-a)pyridin-8-yloxy)butyl]oxazolidine-2,4-dione, 0.063 ml of 4N hydrochloric acid-ethyl acetate was added, followed by stirring, after which the solvent was distilled off, to yield 100 mg (98.1%, yellow oily substance) of the desired product. Starting materials: C(C)OC(C(C)(C)OC1=CC(=CC=C1)N)=O (2-(3-Amino-phenoxy)-2-methyl-propionic acid ethyl ester), ClCCCl (1,2-dichloroethane), C(C)(=O)O (acetic acid), C(C)(=O)O[BH-](OC(C)=O)OC(C)=O.[Na+] (Sodium triacetoxyborohydride). Conditions: temperature 0 celsius, time 24 hour. The product is C(C)OC(C(C)(C)OC1=CC(=CC=C1)NC(C)C)=O (2-(3-Isopropylamino-phenoxy)-2-methyl-propionic acid ethyl ester). Yield: 59.3%. RXN SMILES: [CH2:1]([O:3][C:4](=[O:16])[C:5]([O:8][C:9]1[CH:14]=[CH:13][CH:12]=[C:11]([NH2:15])[CH:10]=1)([CH3:7])[CH3:6])[CH3:2].Cl[CH2:18][CH2:19]Cl.[C:21](O)(=O)C.C(O[BH-](OC(=O)C)OC(=O)C)(=O)C.[Na+]>>[CH2:1]([O:3][C:4](=[O:16])[C:5]([O:8][C:9]1[CH:14]=[CH:13][CH:12]=[C:11]([NH:15][CH:18]([CH3:19])[CH3:21])[CH:10]=1)([CH3:7])[CH3:6])[CH3:2] |f:3.4|. Reported procedure: To a solution of 2-(3-Amino-phenoxy)-2-methyl-propionic acid ethyl ester (0.2 g, 0.89 mmol) in 1,2-dichloroethane (3 ml) acetone (6.6 ml, 89.6 mmol) and acetic acid (0.053 g, 0.89 mmol) were added. The reaction mixture was cooled to 0° C. Sodium triacetoxyborohydride (0.266 g, 1.25 mmol) was added and stirred at r.t. for 24 h. The reaction mixture was quenched with saturated NaHCO3 and extracted in DCM (20 ml), washed with brine, dried over Na2SO4 and concentrated under reduced pressure to obtai... The reactants are FC(C(=O)O)(F)F (Trifluoroacetic acid), N([C@@H](C)C(=O)N[C@H](CCC(O)=O)C(=O)OCC1=CC=CC=C1)C(=O)CCCCCCCCCCCCCCC (palmitoyl-L-Ala-D-Glu(OH)OBzl). Reaction conditions: time 20 minute. Product: N([C@@H](C)C(=O)N[C@H](CCC(ON1C(=O)CCC1=O)=O)C(=O)OCC1=CC=CC=C1)C(=O)CCCCCCCCCCCCCCC (palmitoyl-L-Ala-D-Glu(OSu)OBzl). As a reaction SMILES: F[C:2](F)(F)[C:3]([OH:5])=O.[NH:8]([C:30]([CH2:32][CH2:33][CH2:34][CH2:35][CH2:36][CH2:37][CH2:38][CH2:39][CH2:40][CH2:41][CH2:42][CH2:43][CH2:44][CH2:45][CH3:46])=[O:31])[C@H:9]([C:11]([NH:13][C@@H:14]([C:20]([O:22][CH2:23][C:24]1[CH:29]=[CH:28][CH:27]=[CH:26][CH:25]=1)=[O:21])[CH2:15][CH2:16][C:17](=[O:19])[OH:18])=[O:12])[CH3:10]>>[NH:8]([C:30]([CH2:32][CH2:33][CH2:34][CH2:35][CH2:36][CH2:37][CH2:38][CH2:39][CH2:40][CH2:41][CH2:42][CH2:43][CH2:44][CH2:45][CH3:46])=[O:31])[C@H:9]([C:11]([NH:13][C@@H:14]([C:20]([O:22][CH2:23][C:24]1[CH:25]=[CH:26][CH:27]=[CH:28][CH:29]=1)=[O:21])[CH2:15][CH2:16][C:17](=[O:18])[O:19][N:13]1[C:3](=[O:5])[CH2:2][CH2:9][C:11]1=[O:12])=[O:12])[CH3:10]. Procedure details: Trifluoroacetic acid (15 ml) was added to Boc-L-Ala-D-Glu-(OH)OBzl (1)(3.26 g) and the mixture was stirred for 20 minutes at room temperature, concentrated in vacuo and washed with diisopropylether. The oil was dissolved in a mixture of water (15 ml) and sodium bicarbonate was added until the pH of the solution became 8-9. The mixture of water (6 ml) and acetone (20 ml) was added to the solution and palmitoyl chloride (2.20 g) was added in one portion. After stirring for 30 minutes at room tempe...